The task is: describe an organic reaction: reactants, conditions, products, and yield. This data is from the Open Reaction Database (ORD), a public repository of structured organic reaction records. The reactants are ClC1=CC=C(CN2CCN(CC2)CCCOC2=CC3=C(C(C4=C(N(N=N4)CC4=CC=C(C=C4)OC)O3)=O)C=C2)C=C1 (6-{3-[4-(4-Chlorobenzyl)-1-piperazinyl]propoxy}-3-(4-methoxybenzyl)-9-oxo-9H-benzopyrano[2,3-d]-1,2,3-triazole). Solvent: FC(C(=O)O)(F)F (trifluoroacetic acid). The product is ClC1=CC=C(CN2CCN(CC2)CCCOC2=CC3=C(C(C4=C(N=NN4)O3)=O)C=C2)C=C1 (6-{3-[4-(4-Chlorobenzyl)-1-piperazinyl]-propoxy}-9-oxo-1H,9H-benzopyrano[2,3-d]-1,2,3-triazole). Yield: 25.3%. Reaction SMILES: [Cl:1][C:2]1[CH:41]=[CH:40][C:5]([CH2:6][N:7]2[CH2:12][CH2:11][N:10]([CH2:13][CH2:14][CH2:15][O:16][C:17]3[CH:39]=[CH:38][C:20]4[C:21](=[O:37])[C:22]5[N:26]=[N:25][N:24](CC6C=CC(OC)=CC=6)[C:23]=5[O:36][C:19]=4[CH:18]=3)[CH2:9][CH2:8]2)=[CH:4][CH:3]=1>FC(F)(F)C(O)=O>[Cl:1][C:2]1[CH:41]=[CH:40][C:5]([CH2:6][N:7]2[CH2:12][CH2:11][N:10]([CH2:13][CH2:14][CH2:15][O:16][C:17]3[CH:39]=[CH:38][C:20]4[C:21](=[O:37])[C:22]5[NH:26][N:25]=[N:24][C:23]=5[O:36][C:19]=4[CH:18]=3)[CH2:9][CH2:8]2)=[CH:4][CH:3]=1. Reported procedure: 6-{3-[4-(4-Chlorobenzyl)-1-piperazinyl]propoxy}-3-(4-methoxybenzyl)-9-oxo-9H-benzopyrano[2,3-d]-1,2,3-triazole (100 mg) was stirred at 40° C. in trifluoroacetic acid (2 ml) for 1.5 hours and the resulting solution was evaporated to dryness in vacuo. Water was added to the residue followed by dilute aqueous sodium bicarbonate to pH 7. The supernatant was decanted and the residual yellow gum washed by decantation with water. After drying the product was boiled with ethyl acetate to give 20 mg (25%... The reactants are O (water), [H-].[Na+] (Sodium hydride), C(C)C1=C2C=CC(NC2=CC(=N1)CC)=O (5,7-diethyl-1,6-naphthyridin-2(1H)-one), BrCC1=CC=C(C(=O)OC)C=C1 (Methyl 4-bromomethylbenzoate). Run in CN(C)C=O (DMF). The product is C(C)C1=C2C=CC(N(C2=CC(=N1)CC)CC1=CC=C(C(=O)OC)C=C1)=O (methyl 4-[(5,7-diethyl-2-oxo-1,2-dihydro-1,6-naphthyridin-1-yl)methyl]benzoate). Isolated yield 72.1%. RXN SMILES: [H-].[Na+].[CH2:3]([C:5]1[N:14]=[C:13]([CH2:15][CH3:16])[CH:12]=[C:11]2[C:6]=1[CH:7]=[CH:8][C:9](=[O:17])[NH:10]2)[CH3:4].Br[CH2:19][C:20]1[CH:29]=[CH:28][C:23]([C:24]([O:26][CH3:27])=[O:25])=[CH:22][CH:21]=1.O>CN(C=O)C>[CH2:3]([C:5]1[N:14]=[C:13]([CH2:15][CH3:16])[CH:12]=[C:11]2[C:6]=1[CH:7]=[CH:8][C:9](=[O:17])[N:10]2[CH2:19][C:20]1[CH:29]=[CH:28][C:23]([C:24]([O:26][CH3:27])=[O:25])=[CH:22][CH:21]=1)[CH3:4] |f:0.1|. Procedure: Sodium hydride (50% dispersion in oil; 1.05 g) was added to a stirred solution of 5,7-diethyl-1,6-naphthyridin-2(1H)-one (4.0 g) in DMF (75 ml) and the mixture was stirred until effervesence ceased. Methyl 4-bromomethylbenzoate (4.58 g) was added and the mixture was stirred under argon for 4 hours. The mixture was then poured into water and extracted twice with ethyl acetate. The combined organic extracts were washed with saturated sodium chloride solution, dried (MgSO4) and solvent was removed ... The reactants are C(C)(=O)N1CCC(CC1)C1=CC=CC=C1 (N-acetyl-4-phenyl-piperidine), C(C)(=O)N1CCC(CC1)C1=CC=C(C=C1)C(CC)=O (N-acetyl-4-(4-propionylphenyl)-piperidine), C(CC)(=O)Cl (propionic acid chloride), [Cl-].[Cl-].[Cl-].[Al+3] (aluminium trichloride). The product is C(C)(=O)N1CCC(CC1)C1=CC=C(C=C1)CCC (N-acetyl-4-(4-n-propylphenyl)-piperidine). Reaction SMILES: C(N1CCC(C2C=CC=CC=2)CC1)(=O)C.C(Cl)(=O)CC.[Cl-].[Cl-].[Cl-].[Al+3].[C:25]([N:28]1[CH2:33][CH2:32][CH:31]([C:34]2[CH:39]=[CH:38][C:37]([C:40](=O)[CH2:41][CH3:42])=[CH:36][CH:35]=2)[CH2:30][CH2:29]1)(=[O:27])[CH3:26]>>[C:25]([N:28]1[CH2:33][CH2:32][CH:31]([C:34]2[CH:35]=[CH:36][C:37]([CH2:40][CH2:41][CH3:42])=[CH:38][CH:39]=2)[CH2:30][CH2:29]1)(=[O:27])[CH3:26] |f:2.3.4.5|. Procedure: The starting material can be produced, for example, by reaction of 18 g of N-acetyl-4-phenyl-piperidine and 11.5 g of propionic acid chloride, in the presence of aluminium trichloride, to N-acetyl-4-(4-propionylphenyl)-piperidine and then catalytic hydrogenation thereof to give N-acetyl-4-(4-n-propylphenyl)-piperidine, b.p.0.03 =160°. Product: Cn1c(C(F)(F)F)ccc(-c2cc(C=O)c(Cl)cc2F)c1=O. Reactants: C[O-], CCO, CC(C)[N+](=O)[O-], Cn1c(C(F)(F)F)ccc(-c2cc(CBr)c(Cl)cc2F)c1=O, [Na+], O. Reaction SMILES: [CH3:1][O-:2].[CH3:33][CH2:34][OH:35].[CH3:4][CH:5]([N+:6](=[O:7])[O-:8])[CH3:9].[Cl:10][c:11]1[cH:12][c:13]([F:31])[c:14](-[c:19]2[c:20](=[O:30])[n:21]([CH3:29])[c:22]([C:25]([F:26])([F:27])[F:28])[cH:23][cH:24]2)[cH:15][c:16]1[CH2:17][Br:18].[Na+:3].[OH2:32]>>[O:8]=[CH:17][c:16]1[c:11]([Cl:10])[cH:12][c:13]([F:31])[c:14](-[c:19]2[c:20](=[O:30])[n:21]([CH3:29])[c:22]([C:25]([F:26])([F:27])[F:28])[cH:23][cH:24]2)[cH:15]1. The reactants are C(#N)C=1C=C(C=CC1)N1N=C(C=C1C1=CC(=CC=C1)C#N)C(=O)OCC (Ethyl 1,5-bis(3-cyanophenyl)-1H-pyrazole-3-carboxylate), ClC=1C=C(C=CC1F)N1N=C(C=C1C1=CC(=CC(=C1)F)Cl)C(=O)O (1-(3-Chloro-4-fluorophenyl)-5-(3-chloro-5-fluorophenyl)-1H-pyrazole-3-carboxylic acid). Run at time 6 hour. The product is C(#N)C=1C=C(C=CC1)N1N=C(C=C1C1=CC(=CC=C1)C#N)C(=O)O (1,5-Bis(3-cyanophenyl)-1H-pyrazole-3-carboxylic acid). As a reaction SMILES: [C:1]([C:3]1[CH:4]=[C:5]([N:9]2[C:13]([C:14]3[CH:19]=[CH:18][CH:17]=[C:16]([C:20]#[N:21])[CH:15]=3)=[CH:12][C:11]([C:22]([O:24]CC)=[O:23])=[N:10]2)[CH:6]=[CH:7][CH:8]=1)#[N:2].ClC1C=C(N2C(C3C=C(F)C=C(Cl)C=3)=CC(C(O)=O)=N2)C=CC=1F>>[C:1]([C:3]1[CH:4]=[C:5]([N:9]2[C:13]([C:14]3[CH:19]=[CH:18][CH:17]=[C:16]([C:20]#[N:21])[CH:15]=3)=[CH:12][C:11]([C:22]([OH:24])=[O:23])=[N:10]2)[CH:6]=[CH:7][CH:8]=1)#[N:2]. Procedure details: The preparation of the title compound takes place starting from the compound of Example 62A in analogy to the synthesis of the compound of Example 71A but with stiffing for 6 hours. 397 mg of the title compound with 36% purity are obtained. Starting materials: C(C1=CC=CC=C1)(=O)C1=C(C(=O)O)C=CC=C1 (2-benzoylbenzoic acid), S(=O)(Cl)Cl (thionyl chloride). Run at time 15 minute. The product is ClC1(OC(C2=CC=CC=C12)=O)C1=CC=CC=C1 (3-chloro-3-phenyl-1-(3H)-isobenzofuranone). As a reaction SMILES: [C:1]([C:9]1[CH:17]=[CH:16][CH:15]=[CH:14][C:10]=1[C:11]([OH:13])=[O:12])(=O)[C:2]1[CH:7]=[CH:6][CH:5]=[CH:4][CH:3]=1.S(Cl)([Cl:20])=O>>[Cl:20][C:1]1([C:2]2[CH:7]=[CH:6][CH:5]=[CH:4][CH:3]=2)[C:9]2[C:10](=[CH:14][CH:15]=[CH:16][CH:17]=2)[C:11](=[O:13])[O:12]1. Reported procedure: Over a period of 15 minutes, 22.5 parts of 2-benzoylbenzoic acid are added, in small portions, while stirring, to 40 parts of thionyl chloride. The reaction mixture is then brought slowly to reflux and this is maintained for 90 minutes. The excess thionyl chloride is removed in vacuo and the residue is taken up in 50 parts of anhydrous benzene and the whole is then evaporated to dryness in vacuo. The operation is repeated a second time and then the residue is taken up in 80 parts of anhydrous te... Starting materials: CNC(=O)c1c(-c2ccc(F)cc2)oc2cnc(O)cc12, O=S(=O)(OS(=O)(=O)C(F)(F)F)C(F)(F)F, c1ccncc1. Product: CNC(=O)c1c(-c2ccc(F)cc2)oc2cnc(OS(=O)(=O)C(F)(F)F)cc12. RXN SMILES: [F:16][c:17]1[cH:18][cH:19][c:20](-[c:23]2[c:24]([C:33](=[O:34])[NH:35][CH3:36])[c:25]3[c:26]([cH:27][n:28][c:29]([OH:31])[cH:30]3)[o:32]2)[cH:21][cH:22]1.[F:1][C:2]([S:3](=[O:4])(=[O:5])[O:8][S:9](=[O:10])(=[O:11])[C:12]([F:13])([F:14])[F:15])([F:6])[F:7].[cH:37]1[cH:38][cH:39][n:40][cH:41][cH:42]1>>[O:8]([S:9](=[O:10])(=[O:11])[C:12]([F:13])([F:14])[F:15])[c:29]1[n:28][cH:27][c:26]2[c:25]([c:24]([C:33](=[O:34])[NH:35][CH3:36])[c:23](-[c:20]3[cH:19][cH:18][c:17]([F:16])[cH:22][cH:21]3)[o:32]2)[cH:30]1.